This data is from the Open Reaction Database (ORD), a public repository of structured organic reaction records. The task is: describe an organic reaction: reactants, conditions, products, and yield Run at temperature 120 celsius. RXN SMILES: [F:1][C:2]1[CH:11]=[C:10]2[C:5]([CH:6]=[CH:7][CH:8]=[N:9]2)=[CH:4][C:3]=1NC.Br[C:15]1[C:16]([NH2:22])=[N:17][CH:18]=[C:19]([Br:21])[N:20]=1.C[CH2:24][N:25](C(C)C)C(C)C>C(Cl)Cl.O>[Br:21][C:19]1[N:20]=[C:15]([NH:25][CH2:24][C:3]2[CH:4]=[C:5]3[C:10](=[CH:11][C:2]=2[F:1])[N:9]=[CH:8][CH:7]=[CH:6]3)[C:16]([NH2:22])=[N:17][CH:18]=1. Isolated yield 77.5%. Procedure details: A mixture of N-(7-fluoro-quinolin-6-yl)-methylamine (1.69 g, 9.63 mmol), 3,5-dibromopyrazin-2-amine (2.43 g, 9.63 mmol) and DIPEA (2.96 g, 22.90 mmol) was heated in a microwave to 120° C. for 10 hour. The reaction was diluted with DCM and water. The organic layer was washed with NH4Cl (aq.), dried over Na2SO4, filtered and concentrated in vacuo. The crude product was purified by silica gel chromatography (DCM:MeOH) to give the title compound as a yellow solid (2.60 g, 69%). LCMS (method E): [MH]... Run in C(Cl)Cl (DCM), O (water). Yields the product BrC=1N=C(C(=NC1)N)NCC=1C=C2C=CC=NC2=CC1F (5-Bromo-N*3*-(7-fluoro-quinolin-6-ylmethyl)-pyrazine-2,3-diamine). Reactants: FC1=C(C=C2C=CC=NC2=C1)NC (N-(7-fluoro-quinolin-6-yl)-methylamine), BrC=1C(=NC=C(N1)Br)N (3,5-dibromopyrazin-2-amine), CCN(C(C)C)C(C)C (DIPEA). The reactants are C(CC(=O)C)(=O)OC (methyl acetoacetate), C(CCCCC)=O (hexanal), N1CCCCC1 (piperidine), [H][H] (hydrogen). Reagents/catalysts: [Pd] (Pd/C). Conditions: temperature 90 celsius. Product: C(CCCCC)C(C(=O)OC)C(=O)C (methyl 2-hexylacetoacetate). As a reaction SMILES: [C:1]([O:7][CH3:8])(=[O:6])[CH2:2][C:3]([CH3:5])=[O:4].[CH:9](=O)[CH2:10][CH2:11][CH2:12][CH2:13][CH3:14].N1CCCCC1.[H][H]>[Pd]>[CH2:9]([CH:2]([C:3]([CH3:5])=[O:4])[C:1]([O:7][CH3:8])=[O:6])[CH2:10][CH2:11][CH2:12][CH2:13][CH3:14]. Procedure details: The reaction mixture from the condensation of methyl acetoacetate (193.5 g) and hexanal (151.8 g) with piperidine catalysis was hydrogenated in an autoclave at 50° C. with hydrogen and Pd/C catalysis. After the end of the hydrogenation and filtering off the Pd/C catalyst, the two-phase mixture was concentrated at a pressure of 15 mbar and a temperature of 70° C. The residue (262 g) still contained 1.2 percent of methyl 2-hexenylacetoacetate. Methyl acetoacetate (3.14 g) and sodium methoxide (1.4... Starting materials: ClC=1N=C(NC1CC)C(=O)O (4-chloro-5-ethyl-1H-imidazole-2-carboxylic acid), S(=O)(Cl)Cl (thionyl chloride), NC1=CC=C(C=C1)C=1OC=C(N1)C(=O)OC (methyl 2-(4-aminophenyl)-1,3-oxazole-4-carboxylate). Solvent: N1=CC=CC=C1 (pyridine). Product: ClC=1N=C(NC1CC)C(=O)NC1=CC=C(C=C1)C=1OC=C(N1)C(=O)OC (Methyl 2-(4-{[(4-chloro-5-ethyl-1H-imidazol-2-yl)carbonyl]amino}phenyl)-1,3-oxazole-4-carboxylate). Yield: 46.4%. RXN SMILES: [Cl:1][C:2]1[N:3]=[C:4]([C:9]([OH:11])=O)[NH:5][C:6]=1[CH2:7][CH3:8].S(Cl)(Cl)=O.[NH2:16][C:17]1[CH:22]=[CH:21][C:20]([C:23]2[O:24][CH:25]=[C:26]([C:28]([O:30][CH3:31])=[O:29])[N:27]=2)=[CH:19][CH:18]=1>N1C=CC=CC=1>[Cl:1][C:2]1[N:3]=[C:4]([C:9]([NH:16][C:17]2[CH:18]=[CH:19][C:20]([C:23]3[O:24][CH:25]=[C:26]([C:28]([O:30][CH3:31])=[O:29])[N:27]=3)=[CH:21][CH:22]=2)=[O:11])[NH:5][C:6]=1[CH2:7][CH3:8]. Procedure details: The same operation as in Example (91c) was performed using 4-chloro-5-ethyl-1H-imidazole-2-carboxylic acid (0.13 g, 0.75 mmol), thionyl chloride (5 mL), methyl 2-(4-aminophenyl)-1,3-oxazole-4-carboxylate obtained in Example (96b) (0.15 g, 0.69 mmol) and pyridine (5 mL), to obtain 0.12 g of the title compound as a light purple solid (47%). The reactants are ClCCl, COCc1c(-c2ccc(NC(=O)Nc3cc(C(F)(F)F)ccc3F)c(F)c2)c2c(N)ncnn2c1C1CCN(C(=O)OC(C)(C)C)CC1, O=C(O)C(F)(F)F. Product: COCc1c(-c2ccc(NC(=O)Nc3cc(C(F)(F)F)ccc3F)c(F)c2)c2c(N)ncnn2c1C1CCNCC1. As a reaction SMILES: [CH2:56]([Cl:57])[Cl:58].[NH2:1][c:2]1[n:3][cH:4][n:5][n:6]2[c:7]1[c:8](-[c:27]1[cH:28][c:29]([F:48])[c:30]([NH:33][C:34]([NH:35][c:36]3[c:37]([F:46])[cH:38][cH:39][c:40]([C:42]([F:43])([F:44])[F:45])[cH:41]3)=[O:47])[cH:31][cH:32]1)[c:9]([CH2:24][O:25][CH3:26])[c:10]2[CH:11]1[CH2:12][CH2:13][N:14]([C:17]([O:18][C:19]([CH3:20])([CH3:21])[CH3:22])=[O:23])[CH2:15][CH2:16]1.[OH:49][C:50]([C:51]([F:52])([F:53])[F:54])=[O:55]>>[NH2:1][c:2]1[n:3][cH:4][n:5][n:6]2[c:7]1[c:8](-[c:27]1[cH:28][c:29]([F:48])[c:30]([NH:33][C:34]([NH:35][c:36]3[c:37]([F:46])[cH:38][cH:39][c:40]([C:42]([F:43])([F:44])[F:45])[cH:41]3)=[O:47])[cH:31][cH:32]1)[c:9]([CH2:24][O:25][CH3:26])[c:10]2[CH:11]1[CH2:12][CH2:13][NH:14][CH2:15][CH2:16]1.